Dataset: the Open Reaction Database (ORD), a public repository of structured organic reaction records. Task: describe an organic reaction: reactants, conditions, products, and yield Starting materials: C(C)OC(C(C(=O)OCC)CC1=C(C=CC2=CC=CC=C12)OC)=O (Diethyl2-[(2-methoxy-1-naphthyl)methyl]malonate), [OH-].[Na+] (sodium hydroxide). Solvent: O (water), O (water). Product: COC1=C(C2=CC=CC=C2C=C1)CC(C(=O)O)C(=O)O (2-[(2-Methoxy-1-naphthyl)methyl]malonic Acid). RXN SMILES: C([O:3][C:4](=[O:24])[CH:5]([CH2:11][C:12]1[C:21]2[C:16](=[CH:17][CH:18]=[CH:19][CH:20]=2)[CH:15]=[CH:14][C:13]=1[O:22][CH3:23])[C:6]([O:8]CC)=[O:7])C.[OH-].[Na+]>O>[CH3:23][O:22][C:13]1[CH:14]=[CH:15][C:16]2[C:21](=[CH:20][CH:19]=[CH:18][CH:17]=2)[C:12]=1[CH2:11][CH:5]([C:6]([OH:8])=[O:7])[C:4]([OH:24])=[O:3] |f:1.2|. Reported procedure: In a 1 litre single-necked flask, the compound obtained in Step B (20 g, 6.05.10−2 mol) is heated at reflux in the presence of sodium hydroxide (20 g, 5.00.10−1 mol) and water (340 ml) for 4 hours 30 minutes. After cooling, the mixture is diluted with 150 ml of water, filtered through filter paper and acidified using concentrated hydrochloric acid in the hot state (80-90° C.); the white microspheres formed in the hot state are filtered off over a frit after complete cooling. The diacid is washed...